describe an organic reaction: reactants, conditions, products, and yield From a dataset of the Open Reaction Database (ORD), a public repository of structured organic reaction records. Starting materials: COC(=O)C(=Cc1ccccc1)NC(C)=O, CCOC(C)=O. The product is COC(=O)C(Cc1ccccc1)NC(C)=O. RXN SMILES: [C:1]([CH3:2])(=[O:3])[NH:4][C:5]([C:6](=[O:7])[O:8][CH3:9])=[CH:10][c:11]1[cH:12][cH:13][cH:14][cH:15][cH:16]1.[CH3:17][CH2:18][O:19][C:20](=[O:21])[CH3:22]>>[C:1]([CH3:2])(=[O:3])[NH:4][CH:5]([C:6](=[O:7])[O:8][CH3:9])[CH2:10][c:11]1[cH:12][cH:13][cH:14][cH:15][cH:16]1. Reactants: CC(=O)OC1CSC(Oc2cncc(Br)c2)C(OC(C)=O)C1OC(C)=O, COc1ccc(B(O)O)cc1, COCCOC, CO, O=C([O-])[O-]. Yields the product COc1ccc(-c2cncc(OC3SCC(OC(C)=O)C(OC(C)=O)C3OC(C)=O)c2)cc1. Reaction SMILES: [C:1]([CH3:2])(=[O:3])[O:4][CH:5]1[CH:6]([O:7][c:8]2[cH:9][n:10][cH:11][c:12]([Br:14])[cH:13]2)[S:15][CH2:16][CH:17]([O:23][C:24]([CH3:25])=[O:26])[CH:18]1[O:19][C:20]([CH3:21])=[O:22].[CH3:27][O:28][c:29]1[cH:30][cH:31][c:32]([B:35]([OH:36])[OH:37])[cH:33][cH:34]1.[CH3:42][O:43][CH2:44][CH2:45][O:46][CH3:47].[CH3:48][OH:49].[O-:38][C:39](=[O:40])[O-:41]>>[C:1]([CH3:2])(=[O:3])[O:4][CH:5]1[CH:6]([O:7][c:8]2[cH:9][n:10][cH:11][c:12](-[c:32]3[cH:31][cH:30][c:29]([O:28][CH3:27])[cH:34][cH:33]3)[cH:13]2)[S:15][CH2:16][CH:17]([O:23][C:24]([CH3:25])=[O:26])[CH:18]1[O:19][C:20]([CH3:21])=[O:22]. The reactants are C(C1=CC=CC=C1)=O (benzaldehyde), C(#N)CC(=O)OCC (ethyl cyanoacetate), O.[O-2].[O-2].[O-2].[O-2].[O-2].[O-2].[Na+].[Na+].[Al+3].[Al+3].[Si+4] (zeolite A), C(=O)([O-])[O-].[K+].[K+] (K2CO3). Conditions: temperature 90 celsius, time 4 minute. Product: C(#N)C(C(=O)OCC)=CC1=CC=CC=C1 (ethyl cyanocinnamate). Yield: 98.0%. As a reaction SMILES: [CH:1](=O)[C:2]1[CH:7]=[CH:6][CH:5]=[CH:4][CH:3]=1.[C:9]([CH2:11][C:12]([O:14][CH2:15][CH3:16])=[O:13])#[N:10].O.[O-2].[O-2].[O-2].[O-2].[O-2].[O-2].[Na+].[Na+].[Al+3].[Al+3].[Si+4].C([O-])([O-])=O.[K+].[K+]>>[C:9]([C:11](=[CH:1][C:2]1[CH:7]=[CH:6][CH:5]=[CH:4][CH:3]=1)[C:12]([O:14][CH2:15][CH3:16])=[O:13])#[N:10] |f:2.3.4.5.6.7.8.9.10.11.12.13,14.15.16|. Procedure details: 10.61 g of benzaldehyde (0.1 mol) and 11.31 g of ethyl cyanoacetate (0.1 mol) are placed in a flask equipped with a reflux condenser and heated to 90° C. 1.0 g of zeolite A (supplied by Merck: MS 3 Å) and 0.5 g of K2CO3 are then added in succession. The reaction starts immediately and is complete after about 4 minutes. The reaction mixture is filtered while still hot, giving ethyl cyanocinnamate in a purity of >96%. The yield is 98%. Starting materials: C1CCOC1, CN1CCNCC1, Clc1cc(Cl)ncn1. Product: CN1CCN(c2cc(Cl)ncn2)CC1. Reaction SMILES: [CH2:16]1[O:17][CH2:18][CH2:19][CH2:20]1.[CH3:9][N:10]1[CH2:11][CH2:12][NH:13][CH2:14][CH2:15]1.[Cl:1][c:2]1[n:3][cH:4][n:5][c:6]([Cl:8])[cH:7]1>>[c:2]1([N:13]2[CH2:12][CH2:11][N:10]([CH3:9])[CH2:15][CH2:14]2)[n:3][cH:4][n:5][c:6]([Cl:8])[cH:7]1. Reactants: O=C([O-])[O-], CCOC(C)=O, COc1cc(OC)c(CN2CC(=O)Nc3ccccc3C2=O)c(OC)c1, [Cs+], [Cs+], FC(F)(F)CI, CN(C)C=O, O. Product: COc1cc(OC)c(CN2CC(=O)N(CC(F)(F)F)c3ccccc3C2=O)c(OC)c1. Reaction SMILES: [C:27](=[O:28])([O-:29])[O-:30].[C:45]([O:46][CH2:47][CH3:48])(=[O:49])[CH3:50].[CH3:1][O:2][c:3]1[c:4]([CH2:5][N:6]2[CH2:7][C:8](=[O:18])[NH:9][c:10]3[c:11]([cH:14][cH:15][cH:16][cH:17]3)[C:12]2=[O:13])[c:19]([O:25][CH3:26])[cH:20][c:21]([O:23][CH3:24])[cH:22]1.[Cs+:31].[Cs+:32].[F:33][C:34]([CH2:35][I:36])([F:37])[F:38].[O:39]=[CH:40][N:41]([CH3:42])[CH3:43].[OH2:44]>>[CH3:1][O:2][c:3]1[c:4]([CH2:5][N:6]2[CH2:7][C:8](=[O:18])[N:9]([CH2:35][C:34]([F:33])([F:37])[F:38])[c:10]3[c:11]([cH:14][cH:15][cH:16][cH:17]3)[C:12]2=[O:13])[c:19]([O:25][CH3:26])[cH:20][c:21]([O:23][CH3:24])[cH:22]1. Reactants: C(C)(C)N (isopropylamine), C(C1=CC=CC=C1)SC1=NC(=C(C(=O)O)C=C1)C=1NC(C(N1)(C)C(C)C)=O (6-benzylthio-2-(4-isopropyl-4-methyl-5-oxo-2-imidazolin-2-yl)-nicotinic acid). Solvent: CCOCC (ether), O1CCCC1 (tetrahydrofuran). The product is C(C)(C)[NH3+].C(C1=CC=CC=C1)SC1=NC(=C(C(=O)[O-])C=C1)C=1NC(C(N1)(C)C(C)C)=O (6-benzylthio-2-(4-isopropyl-4-methyl-5-oxo-2-imidazolin-2-yl)-nicotinic acid, isopropyl ammonium salt). As a reaction SMILES: [CH:1]([NH2:4])([CH3:3])[CH3:2].[CH2:5]([S:12][C:13]1[CH:21]=[CH:20][C:16]([C:17]([OH:19])=[O:18])=[C:15]([C:22]2[NH:23][C:24](=[O:31])[C:25]([CH:28]([CH3:30])[CH3:29])([CH3:27])[N:26]=2)[N:14]=1)[C:6]1[CH:11]=[CH:10][CH:9]=[CH:8][CH:7]=1>CCOCC.O1CCCC1>[CH:1]([NH3+:4])([CH3:3])[CH3:2].[CH2:5]([S:12][C:13]1[CH:21]=[CH:20][C:16]([C:17]([O-:19])=[O:18])=[C:15]([C:22]2[NH:23][C:24](=[O:31])[C:25]([CH:28]([CH3:29])[CH3:30])([CH3:27])[N:26]=2)[N:14]=1)[C:6]1[CH:7]=[CH:8][CH:9]=[CH:10][CH:11]=1 |f:4.5|. Reported procedure: 0.16 g (2.7 mmol) isopropylamine are added to a solution of 1.0 g (2.7 mmol) 6-benzylthio-2-(4-isopropyl-4-methyl-5-oxo-2-imidazolin-2-yl)-nicotinic acid in 50 ml ether and 50 ml tetrahydrofuran. The sediment is sucked off and dried. Reactants: BrC1=CC=C(C=C1)C=1C=C2C(=CNC2=CC1)C=O (5-(4-Bromophenyl)-1H-indole-3-carbaldehyde), P(=O)(O)([O-])[O-].[NH4+].[NH4+] (diammonium hydrogen phosphate), [N+](=O)([O-])CCC (1-nitropropane). The solvent is C(C)(=O)O (acetic acid). Yields the product BrC1=CC=C(C=C1)C=1C=C2C(=CNC2=CC1)C#N (5-(4-Bromophenyl)-1H-indole-3-carbonitrile). Reaction SMILES: [Br:1][C:2]1[CH:7]=[CH:6][C:5]([C:8]2[CH:9]=[C:10]3[C:14](=[CH:15][CH:16]=2)[NH:13][CH:12]=[C:11]3[CH:17]=O)=[CH:4][CH:3]=1.P([O-])([O-])(O)=O.[NH4+].[NH4+].[N+:26](CCC)([O-])=O>C(O)(=O)C>[Br:1][C:2]1[CH:7]=[CH:6][C:5]([C:8]2[CH:9]=[C:10]3[C:14](=[CH:15][CH:16]=2)[NH:13][CH:12]=[C:11]3[C:17]#[N:26])=[CH:4][CH:3]=1 |f:1.2.3|. Procedure: A mixture of 33 (1.35 g 4.50 mmol), diammonium hydrogen phosphate (3.19 g, 23.8 mmol), 1-nitropropane (13.61 g, 152.9 mmol) and glacial acetic acid (10 mL) is refluxed overnight. During the reflux period, the pale-yellow mixture becomes dark red. The volatile reactants and solvents were removed under reduced pressure and an excess of water is then added to the dark residue. After a short time the crude 34 precipitated rapidly. It is separated by filtration washed with hexanes and dried under red... Starting materials: C(C1=CC=CC=C1)NC=1C2=CC=CC=C2N=C2CCCC(C12)O (9-benzylamino-1,2,3,4-tetrahydroacridin-1ol), BrCCO (2-bromoethanol), C([O-])(O)=O.[Na+] (sodium bicarbonate). Yield: 71.0%. Run at time 20 minute. The reagents and catalysts are FC(C(=O)O)(F)F (trifluoroacetic acid). As a reaction SMILES: [CH2:1]([NH:8][C:9]1[C:10]2[C:15]([N:16]=[C:17]3[C:22]=1[CH:21]([OH:23])[CH2:20][CH2:19][CH2:18]3)=[CH:14][CH:13]=[CH:12][CH:11]=2)[C:2]1[CH:7]=[CH:6][CH:5]=[CH:4][CH:3]=1.C(=O)(O)[O-].[Na+].[Br:29][CH2:30][CH2:31]O>FC(F)(F)C(O)=O>[CH2:1]([NH:8][C:9]1[C:10]2[C:15]([N:16]=[C:17]3[C:22]=1[CH:21]([O:23][CH2:31][CH2:30][Br:29])[CH2:20][CH2:19][CH2:18]3)=[CH:14][CH:13]=[CH:12][CH:11]=2)[C:2]1[CH:7]=[CH:6][CH:5]=[CH:4][CH:3]=1 |f:1.2|. Procedure details: To a suspension of 9-benzylamino-1,2,3,4-tetrahydroacridin-1ol (7.20 g) in 2-bromoethanol (45 ml) was added 40 drops of trifluoroacetic acid. The reaction mixture was stirred at ambient temperature for 20 mins, added to iced sodium bicarbonate solution, and the suspension was extracted with ethyl acetate. The combined organic extracts were washed with water, saturated sodium chloride solution, dried over anhydrous magnesium sulfate, filtered, and evaporated. The residue was purified by flash chr... The product is C(C1=CC=CC=C1)NC=1C2=CC=CC=C2N=C2CCCC(C12)OCCBr (9-Benzylamino-1-[(2-bromethyl)oxy]-1,2,3,4-tetrahydroacridine). Starting materials: C(C)OP(=O)(OCC)CC(=O)OCC (ethyl diethylphosphonoacetate), CC1=NN2C(C(=CC=C2)C=O)=C1 (2-methylpyrazolo[1,5-a]pyridine-4-carbaldehyde), O (Water), [H-].[Na+] (sodium hydride). As a reaction SMILES: [H-].[Na+].C(OP([CH2:11][C:12]([O:14][CH2:15][CH3:16])=[O:13])(OCC)=O)C.[CH3:17][C:18]1[CH:28]=[C:21]2[C:22]([CH:26]=O)=[CH:23][CH:24]=[CH:25][N:20]2[N:19]=1.O>O1CCCC1>[CH3:17][C:18]1[CH:28]=[C:21]2[C:22](/[CH:26]=[CH:11]/[C:12]([O:14][CH2:15][CH3:16])=[O:13])=[CH:23][CH:24]=[CH:25][N:20]2[N:19]=1 |f:0.1|. Yields the product CC1=NN2C(C(=CC=C2)/C=C/C(=O)OCC)=C1 (ethyl (2E)-3-(2-methylpyrazolo[1,5-a]pyridin-4-yl)acrylate). Isolated yield 91.2%. The solvent is O1CCCC1 (tetrahydrofuran), O1CCCC1 (tetrahydrofuran), O1CCCC1 (tetrahydrofuran). Conditions: time 20 minute. Reported procedure: Under nitrogen atmosphere, to a suspension of sodium hydride (2.70 g, 61.8 mmol) in tetrahydrofuran (42 mL) was added a solution of ethyl diethylphosphonoacetate (13.8 g, 61.8 mmol) in tetrahydrofuran (20 mL) at 0° C., and the mixture was stirred for 20 min. To the reaction mixture was added a solution of 2-methylpyrazolo[1,5-a]pyridine-4-carbaldehyde (9.00 g, 56.2 mmol) in tetrahydrofuran (50 mL), and the mixture was warmed to room temperature over 4 hr. Water was added and the mixture was extr...